describe an organic reaction: reactants, conditions, products, and yield From a dataset of the Open Reaction Database (ORD), a public repository of structured organic reaction records. The reactants are N(=NC(=O)OCC)C(=O)OCC (Diethyl azodicarboxylate), OC=1C(=C2CCCC(C2=CC1)=O)CS(=O)(=O)C1=CC=CC=C1 (6-hydroxy-5-[(phenylsulfonyl)methyl]-3,4-dihydro-1(2H)-naphthalenone), N1(C=NC=C1)CC(CC)O (1-(1H-imidazol-1-yl)-2-butanol), C1(=CC=CC=C1)P(C1=CC=CC=C1)C1=CC=CC=C1 (triphenylphosphine). The solvent is O1CCCC1 (tetrahydrofuran). Run at time 6 day. The product is N1(C=NC=C1)CC(CC)OC=1C(=C2CCCC(C2=CC1)=O)CS(=O)(=O)C1=CC=CC=C1 (6-[1-(1H-imidazol-1-ylmethyl)propoxy]-5-[(phenylsulfonyl)methyl]-3,4-dihydro-1(2H)-naphthalenone). Yield: 29.0%. Reaction SMILES: N(C(OCC)=O)=NC(OCC)=O.[OH:13][C:14]1[C:15]([CH2:25][S:26]([C:29]2[CH:34]=[CH:33][CH:32]=[CH:31][CH:30]=2)(=[O:28])=[O:27])=[C:16]2[C:21](=[CH:22][CH:23]=1)[C:20](=[O:24])[CH2:19][CH2:18][CH2:17]2.[N:35]1([CH2:40][CH:41](O)[CH2:42][CH3:43])[CH:39]=[CH:38][N:37]=[CH:36]1.C1(P(C2C=CC=CC=2)C2C=CC=CC=2)C=CC=CC=1>O1CCCC1>[N:35]1([CH2:40][CH:41]([O:13][C:14]2[C:15]([CH2:25][S:26]([C:29]3[CH:34]=[CH:33][CH:32]=[CH:31][CH:30]=3)(=[O:28])=[O:27])=[C:16]3[C:21](=[CH:22][CH:23]=2)[C:20](=[O:24])[CH2:19][CH2:18][CH2:17]3)[CH2:42][CH3:43])[CH:39]=[CH:38][N:37]=[CH:36]1. Reported procedure: Diethyl azodicarboxylate (0.16 mL, 0.99 mmol) was added over 10 min to a mixture of 6-hydroxy-5-[(phenylsulfonyl)methyl]-3,4-dihydro-1(2H)-naphthalenone (300 mg, 0.99 mmol), 1-(1H-imidazol-1-yl)-2-butanol (165 mg, 1.08 mmol), triphenylphosphine (260 mg, 0.99 mmol) and tetrahydrofuran (2 mL) under nitrogen. The resulting mixture was stirred for 6 d, whereupon it was concentrated. The residue was purified by dry-flash column chromatography (SiO2, 1-9% 2-propanol-dichloromethane) to give 6-[1-(1H-i... Starting materials: C(C)(=O)OCC (ethyl acetate), C1(=CC=CC=C1)B(O)O (phenylboronic acid), C([O-])([O-])=O.[Na+].[Na+] (sodium carbonate), BrC=1C=C2C(=NN(C2=CC1Cl)COCC[Si](C)(C)C)NC(CCC)=O (N-[5-bromo-6-chloro-1-[[2-(trimethylsilyl)ethoxy]methyl]-1H-indazol-3-yl]butanamide). Reagents/catalysts: C=1C=CC(=CC1)[P](C=2C=CC=CC2)(C=3C=CC=CC3)[Pd]([P](C=4C=CC=CC4)(C=5C=CC=CC5)C=6C=CC=CC6)([P](C=7C=CC=CC7)(C=8C=CC=CC8)C=9C=CC=CC9)[P](C=1C=CC=CC1)(C=1C=CC=CC1)C=1C=CC=CC1 (tetrakis(triphenylphosphine)palladium). The solvent is O (water), O (water), O1CCOCC1 (dioxane). The product is C1(=CC=CC=C1)C=1C=C2C(=NN(C2=CC1Cl)COCC[Si](C)(C)C)NC(CCC)=O (N-[5-phenyl-6-chloro-1-[[2-(trimethylsilyl)ethoxy]methyl]-1H-indazol-3-yl]butanamide). RXN SMILES: [C:1]1(B(O)O)[CH:6]=[CH:5][CH:4]=[CH:3][CH:2]=1.C(=O)([O-])[O-].[Na+].[Na+].Br[C:17]1[CH:18]=[C:19]2[C:23](=[CH:24][C:25]=1[Cl:26])[N:22]([CH2:27][O:28][CH2:29][CH2:30][Si:31]([CH3:34])([CH3:33])[CH3:32])[N:21]=[C:20]2[NH:35][C:36](=[O:40])[CH2:37][CH2:38][CH3:39].C(OCC)(=O)C>O.O1CCOCC1.C1C=CC([P]([Pd]([P](C2C=CC=CC=2)(C2C=CC=CC=2)C2C=CC=CC=2)([P](C2C=CC=CC=2)(C2C=CC=CC=2)C2C=CC=CC=2)[P](C2C=CC=CC=2)(C2C=CC=CC=2)C2C=CC=CC=2)(C2C=CC=CC=2)C2C=CC=CC=2)=CC=1>[C:1]1([C:17]2[CH:18]=[C:19]3[C:23](=[CH:24][C:25]=2[Cl:26])[N:22]([CH2:27][O:28][CH2:29][CH2:30][Si:31]([CH3:33])([CH3:34])[CH3:32])[N:21]=[C:20]3[NH:35][C:36](=[O:40])[CH2:37][CH2:38][CH3:39])[CH:6]=[CH:5][CH:4]=[CH:3][CH:2]=1 |f:1.2.3,^1:57,59,78,97|. Reported procedure: 821 mg of phenylboronic acid, 1.14 g of sodium carbonate in 30 cm3 of distilled water and finally 347 mg of tetrakis(triphenylphosphine)palladium are added to 2 g of N-[5-bromo-6-chloro-1-[[2-(trimethylsilyl)ethoxy]methyl]-1H-indazol-3-yl]butanamide, described in Example 58, in 180 cm3 of dioxane. The mixture is refluxed for 90 minutes and is then allowed to return to 20° C. to add 100 cm3 of ethyl acetate and 100 cm3 of distilled water. The organic phase is washed with 100 cm3 of saturated aque... The reactants are N[C@H](C(=O)C=1OC=CN1)CC ((S)-2-Amino-1-oxazol-2-yl-butan-1-one), CC(C[C@@H](C(=O)O)CC(=O)N1CCOCC1)(CC(C)C)C ((R)-4,4,6-Trimethyl-2-(2-morpholin-4-yl-2-oxo-ethyl)-heptanoic acid), Cl (hydrochloride), amino. The product is O1C(=NC=C1)C(=O)[C@H](CC)NC([C@H](CC(CC(C)C)(C)C)CC(=O)N1CCOCC1)=O ((R)-4,4,6-Trimethyl-2-(2-morpholin-4-yl-2-oxo-ethyl)-heptanoic acid[(S)-1-(oxazole-2-carbonyl)-propyl]-amide). RXN SMILES: [NH2:1][C@@H:2]([CH2:10][CH3:11])[C:3]([C:5]1[O:6][CH:7]=[CH:8][N:9]=1)=[O:4].Cl.[CH3:13][C:14]([CH3:33])([CH2:29][CH:30]([CH3:32])[CH3:31])[CH2:15][C@H:16]([CH2:20][C:21]([N:23]1[CH2:28][CH2:27][O:26][CH2:25][CH2:24]1)=[O:22])[C:17](O)=[O:18]>>[O:6]1[CH:7]=[CH:8][N:9]=[C:5]1[C:3]([C@@H:2]([NH:1][C:17](=[O:18])[C@@H:16]([CH2:20][C:21]([N:23]1[CH2:24][CH2:25][O:26][CH2:27][CH2:28]1)=[O:22])[CH2:15][C:14]([CH3:13])([CH3:33])[CH2:29][CH:30]([CH3:31])[CH3:32])[CH2:10][CH3:11])=[O:4]. Procedure: It is similarly prepared according to the general procedure for Example 10 using (S)-2-Amino-1-oxazol-2-yl-butan-1-one; hydrochloride as the amino component and (R)-4,4,6-Trimethyl-2-(2-morpholin-4-yl-2-oxo-ethyl)-heptanoic acid as the acidic component but without further oxidation step. The reactants are C1CCOC1, C[O-], CI, CO, COC(=O)c1c(C(F)F)nc(C(F)(F)F)c(N=C=S)c1CC(C)C, [Na+]. Product: COC(=O)c1c(C(F)F)nc(C(F)(F)F)c(N=C(OC)SC)c1CC(C)C. As a reaction SMILES: [CH2:30]1[O:31][CH2:32][CH2:33][CH2:34]1.[CH3:25][O-:26].[CH3:28][I:29].[CH3:35][OH:36].[F:1][CH:2]([c:3]1[n:4][c:5]([C:20]([F:21])([F:22])[F:23])[c:6]([N:17]=[C:18]=[S:19])[c:7]([CH2:13][CH:14]([CH3:15])[CH3:16])[c:8]1[C:9](=[O:10])[O:11][CH3:12])[F:24].[Na+:27]>>[F:1][CH:2]([c:3]1[n:4][c:5]([C:20]([F:21])([F:22])[F:23])[c:6]([N:17]=[C:18]([S:19][CH3:28])[O:26][CH3:25])[c:7]([CH2:13][CH:14]([CH3:15])[CH3:16])[c:8]1[C:9](=[O:10])[O:11][CH3:12])[F:24]. The reactants are ClC1=C(C(=O)O)C=CC=C1Cl (2,3-dichlorobenzoic acid), ClC1=CC=C(C=C1)C(CN)N1CCOCCC1 (2-(4-chlorophenyl)-2-(1,4-oxazepan-4-yl)ethanamine). Yields the product ClC1=C(C(=O)NCC(N2CCOCCC2)C2=CC=C(C=C2)Cl)C=CC=C1Cl (2,3-dichloro-N-(2-(4-chlorophenyl)-2-(1,4-oxazepan-4-yl)ethyl)benzamide). As a reaction SMILES: [Cl:1][C:2]1[C:10]([Cl:11])=[CH:9][CH:8]=[CH:7][C:3]=1[C:4]([OH:6])=O.[Cl:12][C:13]1[CH:18]=[CH:17][C:16]([CH:19]([N:22]2[CH2:28][CH2:27][CH2:26][O:25][CH2:24][CH2:23]2)[CH2:20][NH2:21])=[CH:15][CH:14]=1>>[Cl:1][C:2]1[C:10]([Cl:11])=[CH:9][CH:8]=[CH:7][C:3]=1[C:4]([NH:21][CH2:20][CH:19]([C:16]1[CH:15]=[CH:14][C:13]([Cl:12])=[CH:18][CH:17]=1)[N:22]1[CH2:28][CH2:27][CH2:26][O:25][CH2:24][CH2:23]1)=[O:6]. Reported procedure: From 2,3-dichlorobenzoic acid and 2-(4-chlorophenyl)-2-(1,4-oxazepan-4-yl)ethanamine.